This data is from the Open Reaction Database (ORD), a public repository of structured organic reaction records. The task is: describe an organic reaction: reactants, conditions, products, and yield Starting materials: COc1ccc(CCNC(=O)C2CCCCC2)cc1, Cc1ccccc1, O=P(Cl)(Cl)Cl. Product: COc1ccc2c(c1)C(C1CCCCC1)=NCC2. Reaction SMILES: [CH3:1][O:2][c:3]1[cH:4][cH:5][c:6]([CH2:9][CH2:10][NH:11][C:12](=[O:13])[CH:14]2[CH2:15][CH2:16][CH2:17][CH2:18][CH2:19]2)[cH:7][cH:8]1.[CH3:25][c:26]1[cH:27][cH:28][cH:29][cH:30][cH:31]1.[P:20]([Cl:21])([Cl:22])([Cl:23])=[O:24]>>[CH3:1][O:2][c:3]1[cH:4][cH:5][c:6]2[c:7]([cH:8]1)[C:12]([CH:14]1[CH2:15][CH2:16][CH2:17][CH2:18][CH2:19]1)=[N:11][CH2:10][CH2:9]2.